describe an organic reaction: reactants, conditions, products, and yield From a dataset of the Open Reaction Database (ORD), a public repository of structured organic reaction records. Starting materials: COC(=O)C1CCN(S(=O)(=O)c2ccc(OC)cc2)C(C(=O)NOCc2ccccc2)C1, CO, [Li+], [OH-], O, O. Yields the product COc1ccc(S(=O)(=O)N2CCC(C(=O)O)CC2C(=O)NOCc2ccccc2)cc1. As a reaction SMILES: [CH3:1][O:2][C:3](=[O:4])[CH:5]1[CH2:6][CH:7]([C:22]([NH:23][O:24][CH2:25][c:26]2[cH:27][cH:28][cH:29][cH:30][cH:31]2)=[O:32])[N:8]([S:11](=[O:12])(=[O:13])[c:14]2[cH:15][cH:16][c:17]([O:20][CH3:21])[cH:18][cH:19]2)[CH2:9][CH2:10]1.[CH3:37][OH:38].[Li+:35].[OH-:34].[OH2:33].[OH2:36]>>[O:2]=[C:3]([OH:4])[CH:5]1[CH2:6][CH:7]([C:22]([NH:23][O:24][CH2:25][c:26]2[cH:27][cH:28][cH:29][cH:30][cH:31]2)=[O:32])[N:8]([S:11](=[O:12])(=[O:13])[c:14]2[cH:15][cH:16][c:17]([O:20][CH3:21])[cH:18][cH:19]2)[CH2:9][CH2:10]1. Starting materials: [CH2]C, COC(=O)CCC(=O)c1ccc2oc3ccccc3c2c1. Product: O=C(O)CCC(=O)c1ccc2oc3ccccc3c2c1. RXN SMILES: [CH2:22][CH3:23].[CH3:1][O:2][C:3]([CH2:4][CH2:5][C:6]([c:7]1[cH:8][c:9]2[c:10]([o:11][c:12]3[c:13]2[cH:14][cH:15][cH:16][cH:17]3)[cH:18][cH:19]1)=[O:20])=[O:21]>>[O:2]=[C:3]([CH2:4][CH2:5][C:6]([c:7]1[cH:8][c:9]2[c:10]([o:11][c:12]3[c:13]2[cH:14][cH:15][cH:16][cH:17]3)[cH:18][cH:19]1)=[O:20])[OH:21]. The yield is 141.5%. The reactants are N1=C(C=CC=C1)C(CC1=NC=CC=C1)=O (1.2-bis(2-pyridinyl)ethanone), C(C)(C)N(CC)C(C)C (diisopropylethylamine), C(OCC)(OCC)OCC (triethyl orthoformate), B(F)(F)F.CCOCC (boron trifluoride etherate), C(=O)(O)[O-].[Na+] (NaHCO3). The solvent is C(Cl)Cl (methylene chloride), C(Cl)Cl (methylene chloride), C(Cl)Cl (methylene chloride), O (water). Run at temperature 0 celsius, time 45 minute. The product is C(C)OC(C(C(=O)C1=NC=CC=C1)C1=NC=CC=C1)OCC (3,3-diethoxy-1,2-bis(2-pyridinyl)-1-propanone). As a reaction SMILES: [CH:1]([O:8][CH2:9][CH3:10])([O:5][CH2:6][CH3:7])OCC.B(F)(F)F.CCOCC.[N:20]1[CH:25]=[CH:24][CH:23]=[CH:22][C:21]=1[C:26](=[O:34])[CH2:27][C:28]1[CH:33]=[CH:32][CH:31]=[CH:30][N:29]=1.C(N(C(C)C)CC)(C)C.C([O-])(O)=O.[Na+]>C(Cl)Cl.O>[CH2:9]([O:8][CH:1]([O:5][CH2:6][CH3:7])[CH:27]([C:28]1[CH:33]=[CH:32][CH:31]=[CH:30][N:29]=1)[C:26]([C:21]1[CH:22]=[CH:23][CH:24]=[CH:25][N:20]=1)=[O:34])[CH3:10] |f:1.2,5.6|. Reported procedure: A solution of 15 mL (0.089 mol) of triethyl orthoformate in 100 mL of methylene chloride was stirred under nitrogen at -78° C. and 13.2 mL (0.108 mol) of boron trifluoride etherate was added. The solution was allowed to warm to 0° C., recooled to -78° C., and a solution of 8.0 g (0.04 mol) of 1.2-bis(2-pyridinyl)ethanone in 75 mL of methylene chloride was added, followed after 30 min by 22 mL (0.132 mol) of diisopropylethylamine in 30 mL of methylene chloride. The reaction was stirred 45 min at ... The reactants are Cc1cc(Br)cnc1CCCCNC1=NS(=O)(=O)c2cc([N+](=O)[O-])ccc21, CCO, [H][H]. The product is Cc1cc(Br)cnc1CCCCNC1=NS(=O)(=O)c2cc(N)ccc21. As a reaction SMILES: [Br:1][c:2]1[cH:3][c:4]([CH3:27])[c:5]([CH2:8][CH2:9][CH2:10][CH2:11][NH:12][C:13]2=[N:14][S:15](=[O:25])(=[O:26])[c:16]3[c:17]2[cH:18][cH:19][c:20]([N+:22]([O-:23])=[O:24])[cH:21]3)[n:6][cH:7]1.[CH3:30][CH2:31][OH:32].[H:28][H:29]>>[Br:1][c:2]1[cH:3][c:4]([CH3:27])[c:5]([CH2:8][CH2:9][CH2:10][CH2:11][NH:12][C:13]2=[N:14][S:15](=[O:25])(=[O:26])[c:16]3[c:17]2[cH:18][cH:19][c:20]([NH2:22])[cH:21]3)[n:6][cH:7]1. Procedure details: The title compound was prepared according to the procedure described in step 1 of Example 67 from methyl 5-chloro-2-fluorobenzoate and 2,3-difluorophenol: 1H-NMR (CDCl3) δ 7.94 (1H, d, J=2.6 Hz), 7.47 (1H, dd, J=8.7, 2.6 Hz), 7.05–6.86 (3H, m), 6.72–6.60 (1H, m), 3.85 (3H, s). Product: ClC=1C=CC(=C(C(=O)OC)C1)OC1=C(C(=CC=C1)F)F (Methyl 5-chloro-2-(2,3-difluorophenoxy)benzoate). The reactants are ClC=1C=CC(=C(C(=O)OC)C1)F (methyl 5-chloro-2-fluorobenzoate), FC1=C(C=CC=C1F)O (2,3-difluorophenol). As a reaction SMILES: [Cl:1][C:2]1[CH:3]=[CH:4][C:5](F)=[C:6]([CH:11]=1)[C:7]([O:9][CH3:10])=[O:8].[F:13][C:14]1[C:19]([F:20])=[CH:18][CH:17]=[CH:16][C:15]=1[OH:21]>>[Cl:1][C:2]1[CH:3]=[CH:4][C:5]([O:21][C:15]2[CH:16]=[CH:17][CH:18]=[C:19]([F:20])[C:14]=2[F:13])=[C:6]([CH:11]=1)[C:7]([O:9][CH3:10])=[O:8]. Reactants: C(C)(C)(C)OC(=O)N([C@@H](C)C(=O)O)C (N-tert-butoxycarbonyl-N-methyl-L-alanine), C(C)(C)(C)OC(N(C)[C@@H](C)C(NCCCC(C1=CC=C(C=C1)F)C1=CC=C(C=C1)F)=O)=O ((S){1-[4,4-Bis-(4-fluoro-phenyl)-butylcarbamoyl]-ethyl}-methyl-carbamic acid tert-butyl ester). Run in CO.C(Cl)Cl (MeOH CH2Cl2). The product is FC1=CC=C(C=C1)C(CCCNC([C@@H](C)NC)=O)C1=CC=C(C=C1)F ((R)-N-[4,4-Bis-(4-fluoro-phenyl)-butyl]-2-methylamino-propionamide). As a reaction SMILES: C(OC(N(C)[C@H](C(O)=O)C)=O)(C)(C)C.C(O[C:20](=O)[N:21]([C@H:23]([C:25](=[O:45])[NH:26][CH2:27][CH2:28][CH2:29][CH:30]([C:38]1[CH:43]=[CH:42][C:41]([F:44])=[CH:40][CH:39]=1)[C:31]1[CH:36]=[CH:35][C:34]([F:37])=[CH:33][CH:32]=1)[CH3:24])C)(C)(C)C>CO.C(Cl)Cl>[F:37][C:34]1[CH:33]=[CH:32][C:31]([CH:30]([C:38]2[CH:43]=[CH:42][C:41]([F:44])=[CH:40][CH:39]=2)[CH2:29][CH2:28][CH2:27][NH:26][C:25](=[O:45])[C@H:23]([NH:21][CH3:20])[CH3:24])=[CH:36][CH:35]=1 |f:2.3|. Procedure details: (R)-N-[4,4-Bis-(4-fluoro-phenyl)-butyl]-2-methylamino-propionamide was prepared in accordance with the methods of Example 12, except that: N-tert-butoxycarbonyl-N-methyl-L-alanine was used instead of N-tert-butoxycarbonyl-N-methyl-L-leucine in Step A, and (S){1-[4,4-Bis-(4-fluoro-phenyl)-butylcarbamoyl]-ethyl}-methyl-carbamic acid tert-butyl ester was used instead of (S){1-[4,4-bis-(4-fluoro-phenyl)-butylcarbamoyl]-3-methyl-butyl}-methyl-carbamic acid tert-butyl ester in Step B. MS: 347 (M+1 for...